This data is from the Open Reaction Database (ORD), a public repository of structured organic reaction records. The task is: describe an organic reaction: reactants, conditions, products, and yield Starting materials: COCCN(C1=C(C=CC=C1)NC(=S)N)CCOC (1-{2-[bis(2-methoxyethyl)amino]phenyl}thiourea), CI (methyl iodide). The solvent is CC(=O)C (acetone). Run at temperature 40 celsius. Yields the product I.CSC(NC1=C(C=CC=C1)N(CCOC)CCOC)=N (2-methyl-1-{2-[bis(2-methoxyethyl)amino]phenyl}-2-thiopseudourea hydroiodide). RXN SMILES: [CH3:1][O:2][CH2:3][CH2:4][N:5]([CH2:16][CH2:17][O:18][CH3:19])[C:6]1[CH:11]=[CH:10][CH:9]=[CH:8][C:7]=1[NH:12][C:13]([NH2:15])=[S:14].[CH3:20][I:21]>CC(C)=O>[IH:21].[CH3:20][S:14][C:13](=[NH:15])[NH:12][C:7]1[CH:8]=[CH:9][CH:10]=[CH:11][C:6]=1[N:5]([CH2:4][CH2:3][O:2][CH3:1])[CH2:16][CH2:17][O:18][CH3:19] |f:3.4|. Procedure details: A mixture of 1-{2-[bis(2-methoxyethyl)amino]phenyl}thiourea (5 g), methyl iodide (1.4 ml) and acetone (25 ml) was heated at 40° C. for 2 hours. Removal of the solvent gave a residue which was triturated with ether to give 2-methyl-1-{2-[bis(2-methoxyethyl)amino]phenyl}-2-thiopseudourea hydroiodide (m.p. 111°-112° C.). The product is ClC1=CC2=C(OC3=C(CN2C(=O)N2CCN(CC2)CC)C=CC=C3)C=C1 (8-chloro-10-[(4-ethyl-1-piperazinyl)carbonyl]-10,11-dihydrodibenz[b,f][1,4]oxazepine). Procedure: The title compound of Example 2 (1.0 g, 3.4 mmol) was combined with 4-ethylpiperazine (0.43 g, 3.7 mmol) and the reaction was carried out by the method of Example 4. Following chromatographic purification, 1.10 g of the title product was obtained as a pale yellow solid. The reactants are ClC1=CC2=C(OC3=C(CN2C(=O)Cl)C=CC=C3)C=C1 (8-chlorodibenz[b,f][1,4]-oxazepine-10(11H)-carbonyl chloride), C(C)N1CCNCC1 (4-ethylpiperazine). Yield: 87.0%. As a reaction SMILES: [Cl:1][C:2]1[CH:19]=[CH:18][C:5]2[O:6][C:7]3[CH:17]=[CH:16][CH:15]=[CH:14][C:8]=3[CH2:9][N:10]([C:11](Cl)=[O:12])[C:4]=2[CH:3]=1.[CH2:20]([N:22]1[CH2:27][CH2:26][NH:25][CH2:24][CH2:23]1)[CH3:21]>>[Cl:1][C:2]1[CH:19]=[CH:18][C:5]2[O:6][C:7]3[CH:17]=[CH:16][CH:15]=[CH:14][C:8]=3[CH2:9][N:10]([C:11]([N:25]3[CH2:26][CH2:27][N:22]([CH2:20][CH3:21])[CH2:23][CH2:24]3)=[O:12])[C:4]=2[CH:3]=1. Reactants: O (water), [H-].[Na+] (sodium hydride), ICCCCC (iodopentane), BrC1=CC=C(OCCO)C=C1 (2-(4-bromophenoxy)-1-ethanol). The solvent is CN(C)C=O (DMF). Run at time 1.5 hour. Yields the product BrC1=CC=C(C=C1)OCCOCCCCC (1-bromo-4-(2-pentyloxyethoxy)benzene). Reaction SMILES: [Br:1][C:2]1[CH:11]=[CH:10][C:5]([O:6][CH2:7][CH2:8][OH:9])=[CH:4][CH:3]=1.[H-].[Na+].I[CH2:15][CH2:16][CH2:17][CH2:18][CH3:19].O>CN(C=O)C>[Br:1][C:2]1[CH:11]=[CH:10][C:5]([O:6][CH2:7][CH2:8][O:9][CH2:15][CH2:16][CH2:17][CH2:18][CH3:19])=[CH:4][CH:3]=1 |f:1.2|. Reported procedure: In DMF (166 ml) was dissolved 2-(4-bromophenoxy)-1-ethanol (19.5 g). To the mixture was added under ice-cooling 65% sodium hydride (5.3 g), and the mixture was stirred at room temperature for 1.5 hours. To the mixture was added dropwise iodopentane (17.7 ml), and the mixture was stirred for 2 hours. The reaction mixture was added to water, and the mixture was extracted with ethyl acetate, washed with saturated brine and dried with magnesium sulfate. Under reduced pressure, the solvent was evapor... Reported procedure: To a stirred solution of 9-bromo-1,2,3,6-tetrahydroazepino[4,5-b]indole-5-carboxylic acid ethyl ester (0.20 g, 0.60 mmol), (o-tolyl)3P (0.19 g, 0.6 mmol) and 4-methoxyphenylboronic acid (0.23 g, 1.5 mmol) in DME/EtOH (1:1, 12 mL) was added 2.1 mL of 1M Na2CO3 solution and Pd(OAc)2 (27 mg) at ambient temperature. The reaction mixture was heated at 80° C. under N2 for 1 hour and monitored by LC-MS. The solution was diluted with DCM (20 mL), and washed with brine. The aqueous phase was extracted wi... Reagents/catalysts: CC(=O)[O-].CC(=O)[O-].[Pd+2] (Pd(OAc)2). Conditions: temperature 80 celsius. The solvent is COCCOC.CCO (DME EtOH), C(Cl)Cl (DCM). As a reaction SMILES: [CH2:1]([O:3][C:4]([C:6]1[C:12]2[NH:13][C:14]3[CH:15]=[CH:16][C:17](Br)=[CH:18][C:19]=3[C:11]=2[CH2:10][CH2:9][NH:8][CH:7]=1)=[O:5])[CH3:2].[CH3:21][O:22][C:23]1[CH:28]=[CH:27][C:26](B(O)O)=[CH:25][CH:24]=1.C([O-])([O-])=O.[Na+].[Na+]>COCCOC.CCO.C(Cl)Cl.CC([O-])=O.CC([O-])=O.[Pd+2]>[CH2:1]([O:3][C:4]([C:6]1[C:12]2[NH:13][C:14]3[CH:15]=[CH:16][C:17]([C:26]4[CH:27]=[CH:28][C:23]([O:22][CH3:21])=[CH:24][CH:25]=4)=[CH:18][C:19]=3[C:11]=2[CH2:10][CH2:9][NH:8][CH:7]=1)=[O:5])[CH3:2] |f:2.3.4,5.6,8.9.10|. Product: C(C)OC(=O)C1=CNCCC2=C1NC=1C=CC(=CC21)C2=CC=C(C=C2)OC (9-(4-Methoxyphenyl)-1,2,3,6-Tetrahydroazepino[4,5-b]Indole-5-Carboxylic Acid Ethyl Ester). The yield is 62.5%. Starting materials: C(C)OC(=O)C1=CNCCC2=C1NC=1C=CC(=CC21)Br (9-bromo-1,2,3,6-tetrahydroazepino[4,5-b]indole-5-carboxylic acid ethyl ester), COC1=CC=C(C=C1)B(O)O (4-methoxyphenylboronic acid), C(=O)([O-])[O-].[Na+].[Na+] (Na2CO3). Reactants: BrCCBr, CC(C)(C)CI, Cn1ncnc1COc1nc2c(cc1Br)nnn2-c1ccccc1F, O=C(C=Cc1ccccc1)C=Cc1ccccc1, CN(C)C=O, O=C(C=Cc1ccccc1)C=Cc1ccccc1, O=C(C=Cc1ccccc1)C=Cc1ccccc1, O, O=C(O)CC(O)(CC(=O)O)C(=O)O, [Pd], [Pd], [Zn], c1coc(P(c2ccco2)c2ccco2)c1. Product: Cn1ncnc1COc1nc2c(cc1CC(C)(C)C)nnn2-c1ccccc1F. Reaction SMILES: [Br:1][CH2:2][CH2:3][Br:4].[CH2:5]([C:6]([CH3:7])([CH3:8])[CH3:9])[I:10].[F:11][c:12]1[c:13](-[n:18]2[n:19][n:20][c:21]3[c:22]2[n:23][c:24]([O:28][CH2:29][c:30]2[n:31]([CH3:35])[n:32][cH:33][n:34]2)[c:25]([Br:27])[cH:26]3)[cH:14][cH:15][cH:16][cH:17]1.[O:110]=[C:111]([CH:112]=[CH:113][c:114]1[cH:115][cH:116][cH:117][cH:118][cH:119]1)[CH:120]=[CH:121][c:122]1[cH:123][cH:124][cH:125][cH:126][cH:127]1.[O:65]=[CH:66][N:67]([CH3:68])[CH3:69].[O:74]=[C:75]([CH:76]=[CH:77][c:78]1[cH:79][cH:80][cH:81][cH:82][cH:83]1)[CH:84]=[CH:85][c:86]1[cH:87][cH:88][cH:89][cH:90][cH:91]1.[O:92]=[C:93]([CH:94]=[CH:95][c:96]1[cH:97][cH:98][cH:99][cH:100][cH:101]1)[CH:102]=[CH:103][c:104]1[cH:105][cH:106][cH:107][cH:108][cH:109]1.[OH2:70].[OH:52][C:53]([CH2:54][C:55]([C:56](=[O:57])[OH:58])([CH2:59][C:60](=[O:61])[OH:62])[OH:63])=[O:64].[Pd:72].[Pd:73].[Zn:71].[o:36]1[cH:37][cH:38][cH:39][c:40]1[P:41]([c:42]1[o:43][cH:44][cH:45][cH:46]1)[c:47]1[o:48][cH:49][cH:50][cH:51]1>>[CH2:5]([C:6]([CH3:7])([CH3:8])[CH3:9])[c:25]1[c:24]([O:28][CH2:29][c:30]2[n:31]([CH3:35])[n:32][cH:33][n:34]2)[n:23][c:22]2[n:18](-[c:13]3[c:12]([F:11])[cH:17][cH:16][cH:15][cH:14]3)[n:19][n:20][c:21]2[cH:26]1. Reactants: C1CCOC1, COc1cc(COC(=O)NC(C)CC(=O)O)c([N+](=O)[O-])cc1OC, CC(C)N=C=NC(C)C, O=C1C=CC(=O)N1c1ccc(O)cc1. Product: COc1cc(COC(=O)NC(C)CC(=O)Oc2ccc(N3C(=O)C=CC3=O)cc2)c([N+](=O)[O-])cc1OC. RXN SMILES: [CH2:48]1[O:49][CH2:50][CH2:51][CH2:52]1.[CH3:15][O:16][c:17]1[cH:18][c:19]([N+:36](=[O:37])[O-:38])[c:20]([CH2:21][O:22][C:23](=[O:24])[NH:25][CH:26]([CH2:27][C:28](=[O:29])[OH:30])[CH3:31])[cH:32][c:33]1[O:34][CH3:35].[CH:39]([N:40]=[C:41]=[N:42][CH:43]([CH3:44])[CH3:45])([CH3:46])[CH3:47].[OH:1][c:2]1[cH:3][cH:4][c:5]([N:8]2[C:9](=[O:14])[CH:10]=[CH:11][C:12]2=[O:13])[cH:6][cH:7]1>>[O:1]([c:2]1[cH:3][cH:4][c:5]([N:8]2[C:9](=[O:14])[CH:10]=[CH:11][C:12]2=[O:13])[cH:6][cH:7]1)[C:28]([CH2:27][CH:26]([NH:25][C:23]([O:22][CH2:21][c:20]1[c:19]([N+:36](=[O:37])[O-:38])[cH:18][c:17]([O:16][CH3:15])[c:33]([O:34][CH3:35])[cH:32]1)=[O:24])[CH3:31])=[O:29]. The reactants are NC1=NC=NN1C(=S)NC (5-Amino-1-[methylamino(thiocarbonyl)]-1H-1,2,4-triazole), C(C)(=O)OC(OCC)OCC (diethoxymethyl acetate). Yields the product CN1C=NC=2N(C1=S)N=CN2 (6-Methyl-1,2,4-triazolo[1,5-a]-1,3,5-triazine-7(6H)-thione). The yield is 88.0%. RXN SMILES: [NH2:1][C:2]1[N:6]([C:7]([NH:9][CH3:10])=[S:8])[N:5]=[CH:4][N:3]=1.[C:11](OC(OCC)OCC)(=O)C>>[CH3:10][N:9]1[C:7](=[S:8])[N:6]2[N:5]=[CH:4][N:3]=[C:2]2[N:1]=[CH:11]1. Procedure: The synthesis method of Example 55 was applied. The compound (1.49 g) obtained in Example 29 and diethoxymethyl acetate (12 ml) were used as reagents. The mixture was reacted at 75° C. for 2 hours to give 1.39 g of white crystals (yield 88%). The crystals were subjected to recrystallization from acetone to give white crystals. Reactants: C(C)(C)(C)OC(=O)N1CCNCC1 (piperazine-1-carboxylic acid tert-butyl ester), [O-]S(=O)(=O)[O-].[Mg+2] (MgSO4), C(Cl)[C@H]1CO1 ((R)-Epichlorohydrin). Solvent: CO (MeOH). Run at temperature 35 celsius, time 8 hour. Yields the product C(C)(C)(C)OC(=O)N1CCN(CC1)C[C@H](CCl)O (4-((R)-3-chloro-2-hydroxy-propyl)-piperazine-1-carboxylic acid tert-butyl ester). As a reaction SMILES: [C:1]([O:5][C:6]([N:8]1[CH2:13][CH2:12][NH:11][CH2:10][CH2:9]1)=[O:7])([CH3:4])([CH3:3])[CH3:2].[O-]S([O-])(=O)=O.[Mg+2].[CH2:20]([C@@H:22]1[O:24][CH2:23]1)[Cl:21]>CO>[C:1]([O:5][C:6]([N:8]1[CH2:13][CH2:12][N:11]([CH2:23][C@@H:22]([OH:24])[CH2:20][Cl:21])[CH2:10][CH2:9]1)=[O:7])([CH3:4])([CH3:2])[CH3:3] |f:1.2|. Reported procedure: A solution of piperazine-1-carboxylic acid tert-butyl ester (commercial; 1.40 g, 7.6 mmol) in dry MeOH (25 mL) was treated with MgSO4 (1.9 g). (R)-Epichlorohydrin (1.47 mL, 18.9 mmol) was added dropwise and the mixture was heated at 35° C. for 2 h and was then stirred at rt overnight. The mixture was filtered over Celite and concentrated under reduced pressure. The residue was taken up in DCM and washed with water. The org. phase was dried over MgSO4 and concentrated under reduced pressure to af... Starting materials: [Br-], BrCCBr, C1CCOC1, CCOCC, CC(C)N(CCC(c1ccccc1)c1cc(Br)ccc1OCc1ccccc1)C(C)C, [K+], [Na+], [Na+], [Na+], [Na+], O=P([O-])([O-])OP(=O)([O-])[O-], O, O, O, O, O, O, O, O, O, O, O, Cc1ccc(S(=O)(=O)N=[N+]=[N-])cc1. Yields the product CC(C)N(CCC(c1ccccc1)c1cc(N=[N+]=[N-])ccc1OCc1ccccc1)C(C)C. Reaction SMILES: [Br-:72].[Br:32][CH2:33][CH2:34][Br:35].[CH2:74]1[O:75][CH2:76][CH2:77][CH2:78]1.[CH3:79][CH2:80][O:81][CH2:82][CH3:83].[CH:1]([CH3:2])([CH3:3])[N:4]([CH2:5][CH2:6][CH:7]([c:8]1[cH:9][cH:10][cH:11][cH:12][cH:13]1)[c:14]1[c:15]([O:21][CH2:22][c:23]2[cH:24][cH:25][cH:26][cH:27][cH:28]2)[cH:16][cH:17][c:18]([Br:20])[cH:19]1)[CH:29]([CH3:30])[CH3:31].[K+:73].[Na+:68].[Na+:69].[Na+:70].[Na+:71].[O-:59][P:60]([O:61][P:62]([O-:63])([O-:64])=[O:65])(=[O:66])[O-:67].[OH2:49].[OH2:50].[OH2:51].[OH2:52].[OH2:53].[OH2:54].[OH2:55].[OH2:56].[OH2:57].[OH2:58].[OH2:84].[S:36]([c:37]1[cH:38][cH:39][c:40]([CH3:41])[cH:42][cH:43]1)(=[O:44])(=[O:45])[N:46]=[N+:47]=[N-:48]>>[CH:1]([CH3:2])([CH3:3])[N:4]([CH2:5][CH2:6][CH:7]([c:8]1[cH:9][cH:10][cH:11][cH:12][cH:13]1)[c:14]1[c:15]([O:21][CH2:22][c:23]2[cH:24][cH:25][cH:26][cH:27][cH:28]2)[cH:16][cH:17][c:18]([N:46]=[N+:47]=[N-:48])[cH:19]1)[CH:29]([CH3:30])[CH3:31]. Starting materials: C(C)OC1=CC=C(\C=C/2\C(N(C(S2)=O)CCNC(C)=O)=O)C=C1 ((Z)—N-(2-(5-(4-ethoxybenzylidene)-2,4-dioxothiazolidin-3-yl)ethyl)acetamide), NCCN1C(S\C(\C1=O)=C/C1=CC=C(C=C1)OCC)=O ((Z)-3-(2-aminoethyl)-5-(4-ethoxybenzylidene)thiazolidine-2,4-dione), CN1C=NC(=C1)S(=O)(=O)Cl (1-methylimidazole-4-sulfonyl chloride), CCN(C(C)C)C(C)C (DIPEA). The product is C(C)OC1=CC=C(\C=C/2\C(N(C(S2)=O)CCNS(=O)(=O)C=2N=CN(C2)C)=O)C=C1 ((Z)—N-(2-(5-(4-ethoxybenzylidene)-2,4-dioxothiazolidin-3-yl)ethyl)-1-methyl-1H-imidazole-4-sulfonamide). RXN SMILES: [NH2:1][CH2:2][CH2:3][N:4]1[C:8](=[O:9])/[C:7](=[CH:10]/[C:11]2[CH:16]=[CH:15][C:14]([O:17][CH2:18][CH3:19])=[CH:13][CH:12]=2)/[S:6][C:5]1=[O:20].[CH3:21][N:22]1[CH:26]=[C:25]([S:27](Cl)(=[O:29])=[O:28])[N:24]=[CH:23]1.CCN(C(C)C)C(C)C.C(OC1C=CC(/C=C2/C(=O)N(CCNC(=O)C)C(=O)S/2)=CC=1)C>>[CH2:18]([O:17][C:14]1[CH:15]=[CH:16][C:11](/[CH:10]=[C:7]2/[C:8](=[O:9])[N:4]([CH2:3][CH2:2][NH:1][S:27]([C:25]3[N:24]=[CH:23][N:22]([CH3:21])[CH:26]=3)(=[O:29])=[O:28])[C:5](=[O:20])[S:6]/2)=[CH:12][CH:13]=1)[CH3:19]. Procedure details: The title compound 27c was prepared from compound 76 (101 mg, 0.25 mmol), 1-methylimidazole-4-sulfonyl chloride (50 mg, 0.28 mmol) and DIPEA (131 μL, 0.75 mmol) in a manner similar to that described for 25a in 98.0% (108 mg) yield as a light-yellow solid.